From a dataset of the Open Reaction Database (ORD), a public repository of structured organic reaction records. describe an organic reaction: reactants, conditions, products, and yield Starting materials: N[C@@H](CCCCN)C(=O)O (L-lysine), L-methionine ethyl esters, P(O)(O)(O)=O (phosphoric acid), N[C@@H](CCSC)C(=O)O (L-methionine), N[C@@H](CCSC)C(=O)O (L-methionine), N[C@@H](CS)C(=O)O (L-cysteine), C(O)([O-])=O.[Na+] (sodium hydrogen carbonate), N[C@@H](CCCCN)C(=O)O (L-lysine), 2000G, Cl (hydrochloric acid). Run in O (water), O (water), C([O-])([O-])=O.[Na+].[Na+] (sodium carbonate), O (water). Reaction conditions: temperature 90 celsius, time 24 hour. Yields the product C(C)OC([C@@H](N)CCSC)=O (L-methionine ethyl ester), peptide. RXN SMILES: [NH2:1][C@H:2]([C:7]([OH:9])=[O:8])[CH2:3][CH2:4][S:5][CH3:6].N[C@H:11](C(O)=O)[CH2:12]S.C(=O)([O-])O.[Na+].N[C@H](C(O)=O)CCCCN.Cl.P(=O)(O)(O)O>C(=O)([O-])[O-].[Na+].[Na+].O>[CH2:11]([O:8][C:7](=[O:9])[C@H:2]([CH2:3][CH2:4][S:5][CH3:6])[NH2:1])[CH3:12] |f:2.3,7.8.9|. Procedure details: A solution of 2.2 g of L-lysine in 13.0 ml of ethyl alcohol and 1.6 ml of conc. sulfuric acid was heated under reflux at 90° C. for 5 hours, obtaining L-lysine ethyl ester in a yield of 76.5%. Separately, L-methionine ethyl ester was prepared from 0.8 g of L-methionine in the same manner as in Example 1. After 66 mg of papain and 6.6 mg of L-cysteine were dissolved in a solution of 1.8 g of sodium carbonate and 0.52 g of sodium hydrogen carbonate in 20 ml of water, 20 g of wheat gluten in limite... The reactants are Br[Mg]c1ccccc1, CC(=O)O, COc1ccccc1CNc1cccnc1Cl, C1CCOC1. Yields the product COc1ccccc1CNc1cccnc1-c1ccccc1. RXN SMILES: [Br:23][Mg:24][c:25]1[cH:26][cH:27][cH:28][cH:29][cH:30]1.[CH3:31][C:32](=[O:33])[OH:34].[Cl:6][c:7]1[n:8][cH:9][cH:10][cH:11][c:12]1[NH:13][CH2:14][c:15]1[c:16]([O:21][CH3:22])[cH:17][cH:18][cH:19][cH:20]1.[O:1]1[CH2:2][CH2:3][CH2:4][CH2:5]1>>[c:7]1(-[c:25]2[cH:26][cH:27][cH:28][cH:29][cH:30]2)[n:8][cH:9][cH:10][cH:11][c:12]1[NH:13][CH2:14][c:15]1[c:16]([O:21][CH3:22])[cH:17][cH:18][cH:19][cH:20]1. Starting materials: NC1=C2N=CN(C2=NC(=N1)NCC)CC1=CC=CC=C1 (6-Amino-9-benzyl-2-ethylaminopurine), BrBr (bromine), S(=S)(=O)([O-])[O-].[Na+].[Na+] (sodium thiosulfate). Run in C(Cl)Cl (methylene chloride). Reaction conditions: time 1 hour. Product: NC1=C2N=C(N(C2=NC(=N1)NCC)CC1=CC=CC=C1)Br (6-Amino-9-benzyl-8-bromo-2-ethylaminopurine). The yield is 65.0%. As a reaction SMILES: [NH2:1][C:2]1[N:10]=[C:9]([NH:11][CH2:12][CH3:13])[N:8]=[C:7]2[C:3]=1[N:4]=[CH:5][N:6]2[CH2:14][C:15]1[CH:20]=[CH:19][CH:18]=[CH:17][CH:16]=1.[Br:21]Br.S([O-])([O-])(=O)=S.[Na+].[Na+]>C(Cl)Cl>[NH2:1][C:2]1[N:10]=[C:9]([NH:11][CH2:12][CH3:13])[N:8]=[C:7]2[C:3]=1[N:4]=[C:5]([Br:21])[N:6]2[CH2:14][C:15]1[CH:20]=[CH:19][CH:18]=[CH:17][CH:16]=1 |f:2.3.4|. Procedure details: 6-Amino-9-benzyl-2-ethylaminopurine (75 mg, 0.28 mmol) and bromine (0.5 ml) were dissolved in 50 ml of methylene chloride and the solution was stirred at room temperature for 1 hour. Aqueous sodium thiosulfate was added to the reaction mixture. The organic layer was separated, dried on sodium sulfate and filtered. The solvent in the filtrate was evaporated in vacuo. The residue was purified with silica gel chromatography (1% methanol/chloroform) to give the subject compound (63 mg, yield 65%). As a reaction SMILES: [CH3:1][O:2][C:3]([C:4]([C:5]([F:6])([F:7])[F:8])([CH3:9])[O:10][CH2:11][C:12]([CH3:13])([OH:14])[c:15]1[cH:16][c:17]([Br:21])[cH:18][cH:19][cH:20]1)=[O:22].[CH3:23][Si:24]([CH3:25])([CH3:26])[N:27]=[N+:28]=[N-:29].[CH3:30][c:31]1[cH:32][cH:33][cH:34][cH:35][cH:36]1>>[CH3:1][O:2][C:3]([C:4]([C:5]([F:6])([F:7])[F:8])([CH3:9])[O:10][CH2:11][C:12]([CH3:13])([c:15]1[cH:16][c:17]([Br:21])[cH:18][cH:19][cH:20]1)[N:27]=[N+:28]=[N-:29])=[O:22]. The product is COC(=O)C(C)(OCC(C)(N=[N+]=[N-])c1cccc(Br)c1)C(F)(F)F. Starting materials: COC(=O)C(C)(OCC(C)(O)c1cccc(Br)c1)C(F)(F)F, C[Si](C)(C)N=[N+]=[N-], Cc1ccccc1. The product is ClC=1C(=CC(=NC1)NCC1=CC(=CC=C1)F)C1=C2C(=NC=C1)NC(=C2)C2CCNCC2 (5-chloro-N-(3-fluorobenzyl)-4-[2-(piperidin-4-yl)-1H-pyrrolo[2,3-b]pyridin-4-yl]pyridin-2-amine). Procedure details: A solution of Example 307B (50 mg, 0.09 mmol) in dichloromethane (5 mL) and trifluoroacetic acid (1 mL) was stirred for 15 minutes and concentrated. The residue was purified by reverse phase chromatography (C18 column) eluting with 10%-70% acetonitrile in 0.1% TFA water solution to provide the title compound. 1H NMR (400 MHz, DMSO-d6) δ 1.69-1.86 (m, 2H), 2.21 (d, 2H), 2.96-3.13 (m, 3H), 3.37 (d, 2H), 4.53 (s, 3H), 5.96 (s, 1H), 6.63 (s, 1H), 7.02 (d, 1H), 7.04-7.12 (m, 1H), 7.12-7.23 (m, 2H), 7... Reaction SMILES: [Cl:1][C:2]1[C:3]([C:17]2[CH:22]=[CH:21][N:20]=[C:19]3[NH:23][C:24]([CH:26]4[CH2:31][CH2:30][N:29](C(OC(C)(C)C)=O)[CH2:28][CH2:27]4)=[CH:25][C:18]=23)=[CH:4][C:5]([NH:8][CH2:9][C:10]2[CH:15]=[CH:14][CH:13]=[C:12]([F:16])[CH:11]=2)=[N:6][CH:7]=1>ClCCl.FC(F)(F)C(O)=O>[Cl:1][C:2]1[C:3]([C:17]2[CH:22]=[CH:21][N:20]=[C:19]3[NH:23][C:24]([CH:26]4[CH2:27][CH2:28][NH:29][CH2:30][CH2:31]4)=[CH:25][C:18]=23)=[CH:4][C:5]([NH:8][CH2:9][C:10]2[CH:15]=[CH:14][CH:13]=[C:12]([F:16])[CH:11]=2)=[N:6][CH:7]=1. Starting materials: ClC=1C(=CC(=NC1)NCC1=CC(=CC=C1)F)C1=C2C(=NC=C1)NC(=C2)C2CCN(CC2)C(=O)OC(C)(C)C (tert-butyl 4-(4-(5-chloro-2-((3-fluorobenzyl)amino)pyridin-4-yl)-1H-pyrrolo[2,3-b]pyridin-2-yl)piperidine-1-carboxylate). Solvent: ClCCl (dichloromethane), FC(C(=O)O)(F)F (trifluoroacetic acid). Starting materials: C(O)([O-])=O.[Na+] (sodium hydrogen carbonate), C(C)(C)(C)OC(NC(C\C=C\C(N([C@H](CC1=CC2=CC=CC=C2C=C1)C(N([C@H](CC1=CC=CC=C1)C(N(CCC1=NC=CC=C1)C)=O)C)=O)C)=O)(C)C)=O (((3E)-1,1-Dimethyl-4-{N-methyl-N-[(1R)1-(N-methyl-N-{(1R)-1-[N-methyl-N-(2-(pyridin-2-yl)ethyl)carbamoyl]-2-phenylethyl}carbamoyl)-2-(2-naphthyl)ethyl]carbamoyl}but-3-enyl)carbamic acid tert-butyl ester), FC(C(=O)O)(F)F (Trifluoroacetic acid), C(O)([O-])=O.[Na+] (sodium hydrogen carbonate), O (water). Run in ClCCl (dichloromethane), ClCCl (Dichloromethane). Conditions: temperature -10 celsius, time 45 minute. Product: CN(C(\C=C\CC(C)(C)N)=O)[C@H](CC1=CC2=CC=CC=C2C=C1)C(N([C@H](CC1=CC=CC=C1)C(N(CCC1=NC=CC=C1)C)=O)C)=O ((2E)-5-Amino-5-methylhex-2-enoic acid N-methyl-N-[(1R)-1-(N-methyl-N-{(1R)-1-[N-methyl-N-(2-(2-pyridinyl)ethyl)carbamoyl]-2-phenylethyl}carbamoyl)-2-(2-naphthyl)ethyl]amide). The yield is 70.1%. As a reaction SMILES: C(OC(=O)[NH:7][C:8]([CH3:53])([CH3:52])[CH2:9]/[CH:10]=[CH:11]/[C:12](=[O:51])[N:13]([CH3:50])[C@@H:14]([C:26](=[O:49])[N:27]([CH3:48])[C@@H:28]([C:36](=[O:47])[N:37]([CH3:46])[CH2:38][CH2:39][C:40]1[CH:45]=[CH:44][CH:43]=[CH:42][N:41]=1)[CH2:29][C:30]1[CH:35]=[CH:34][CH:33]=[CH:32][CH:31]=1)[CH2:15][C:16]1[CH:25]=[CH:24][C:23]2[C:18](=[CH:19][CH:20]=[CH:21][CH:22]=2)[CH:17]=1)(C)(C)C.FC(F)(F)C(O)=O.C(=O)([O-])O.[Na+].O>ClCCl>[CH3:50][N:13]([C@@H:14]([C:26](=[O:49])[N:27]([CH3:48])[C@@H:28]([C:36](=[O:47])[N:37]([CH3:46])[CH2:38][CH2:39][C:40]1[CH:45]=[CH:44][CH:43]=[CH:42][N:41]=1)[CH2:29][C:30]1[CH:31]=[CH:32][CH:33]=[CH:34][CH:35]=1)[CH2:15][C:16]1[CH:25]=[CH:24][C:23]2[C:18](=[CH:19][CH:20]=[CH:21][CH:22]=2)[CH:17]=1)[C:12](=[O:51])/[CH:11]=[CH:10]/[CH2:9][C:8]([NH2:7])([CH3:52])[CH3:53] |f:2.3|. Reported procedure: ((3E)-1,1-Dimethyl-4-{N-methyl-N-[(1R)1-(N-methyl-N-{(1R)-1-[N-methyl-N-(2-(pyridin-2-yl)ethyl)carbamoyl]-2-phenylethyl}carbamoyl)-2-(2-naphthyl)ethyl]carbamoyl}but-3-enyl)carbamic acid tert-butyl ester (5.28 g, 7.2 mmol) was dissolved in dichloromethane (50 mL). The solution was cooled to −10° C. Trifluoroacetic acid (50 mL) was added to the stirred solution. The reaction mixture was stirred for 45 min at −10° C. The reaction mixture was added to a solution of ice, sodium hydrogen carbonate and... Reactants: FC1=C(C=CC=C1)C1=NC(C(NC2=C1C=C(C=C2)C#N)=O)C (5-(o-fluorophenyl)-2,3-dihydro-3-methyl-2-oxo-1H-1,4-benzodiazepine-7-carbonitrile), Cl (hydrochloric acid), [OH-].[Na+] (sodium hydroxide), solution, C[Li] (methyl lithium), CCOCC (ether). Run in O1CCCC1 (tetrahydrofuran). Run at time 21 hour. Yields the product C(C)(=O)C=1C=CC2=C(C(=NC(C(N2)=O)C)C2=C(C=CC=C2)F)C1 (7-acetyl-5-(o-fluorophenyl)-1,3-dihydro-3-methyl-2H-1,4-benzodiazepin-2-one). RXN SMILES: C[Li].[F:3][C:4]1[CH:9]=[CH:8][CH:7]=[CH:6][C:5]=1[C:10]1[C:16]2[CH:17]=[C:18]([C:21]#N)[CH:19]=[CH:20][C:15]=2[NH:14][C:13](=[O:23])[CH:12]([CH3:24])[N:11]=1.Cl.[OH-:26].[Na+].[CH3:28]COCC>O1CCCC1>[C:21]([C:18]1[CH:19]=[CH:20][C:15]2[NH:14][C:13](=[O:23])[CH:12]([CH3:24])[N:11]=[C:10]([C:5]3[CH:6]=[CH:7][CH:8]=[CH:9][C:4]=3[F:3])[C:16]=2[CH:17]=1)(=[O:26])[CH3:28] |f:3.4|. Reported procedure: 110 ml of a 2 N solution of methyl lithium in ether are added dropwise to a solution, stirred at -70° under argon, of 12.81 g (43.68 mmol) of 5-(o-fluorophenyl)-2,3-dihydro-3-methyl-2-oxo-1H-1,4-benzodiazepine-7-carbonitrile in 500 ml of tetrahydrofuran. After 21 hours at -70°, 440 ml of 2 N hydrochloric acid are added thereto at -70° and, after warming to room temperature, the mixture is neutralised with 135 ml of 3 N sodium hydroxide. After separating the aqueous phase, the organic phase is ev...